Dataset: the Open Reaction Database (ORD), a public repository of structured organic reaction records. Task: describe an organic reaction: reactants, conditions, products, and yield Reactants: CC(C)(C)[Si](OC=1C=C(C=CC1)CC(=O)OC)(C)C (methyl 3-[[(1,1-dimethylethyl)dimethylsilyl]oxy]benzeneacetate), [Li+].CC(C)[N-]C(C)C (LDA), BrCC=1OC(=C(N1)C1=CC=CC=C1)C1=CC=CC=C1 (2-bromomethyl-4,5-diphenyloxazole), [Li]CCCC (nBuLi), solution, N(C(C)C)C(C)C (iPr2NH), [NH4+].[Cl-] (NH4Cl). Run in C1CCOC1 (THF), C1CCOC1 (THF), C1CCOC1 (THF). Reaction conditions: temperature -78 celsius, time 15 minute. Product: CC(C)(C)[Si](OC=1C=C(C=CC1)C(C(=O)OC)CC=1OC(=C(N1)C1=CC=CC=C1)C1=CC=CC=C1)(C)C (methyl α -[3-[[(1,1-dimethylethyl)dimethylsilyl]oxy]phenyl]-4,5-diphenyl-2-oxazolepropanoate). The yield is 56.1%. As a reaction SMILES: [CH3:1][C:2]([Si:5]([CH3:19])([CH3:18])[O:6][C:7]1[CH:8]=[C:9]([CH2:13][C:14]([O:16][CH3:17])=[O:15])[CH:10]=[CH:11][CH:12]=1)([CH3:4])[CH3:3].[Li+].CC([N-]C(C)C)C.[Li]CCCC.N(C(C)C)C(C)C.Br[CH2:41][C:42]1[O:43][C:44]([C:53]2[CH:58]=[CH:57][CH:56]=[CH:55][CH:54]=2)=[C:45]([C:47]2[CH:52]=[CH:51][CH:50]=[CH:49][CH:48]=2)[N:46]=1.[NH4+].[Cl-]>C1COCC1>[CH3:4][C:2]([Si:5]([CH3:18])([CH3:19])[O:6][C:7]1[CH:8]=[C:9]([CH:13]([CH2:41][C:42]2[O:43][C:44]([C:53]3[CH:58]=[CH:57][CH:56]=[CH:55][CH:54]=3)=[C:45]([C:47]3[CH:52]=[CH:51][CH:50]=[CH:49][CH:48]=3)[N:46]=2)[C:14]([O:16][CH3:17])=[O:15])[CH:10]=[CH:11][CH:12]=1)([CH3:1])[CH3:3] |f:1.2,6.7|. Procedure details: A solution of methyl 3-[[(1,1-dimethylethyl)dimethylsilyl]oxy]benzeneacetate (12.00 g, 43 mmol) in dry THF (40 mL) was added dropwise to a solution of LDA (prepared from nBuLi (20.70 mL of a 2.5 M solution, 3.32 g, 51 mmol) and iPr2NH (4.79 g, 6.60 mL, 47 mmol)) in THF (300 mL) maintained at about -78° C. under an atmosphere of N2. After about 15 minutes, 2-bromomethyl-4,5-diphenyloxazole (14.86 g, 47 mmol) in THF (20 mL) was added dropwise. The mixture was stirred for about 30 minutes at about ... The reactants are COc1cc(Br)ccc1C(=O)O, ClC(Cl)Cl, CN(C)C=O, O=S(Cl)Cl. The product is COc1cc(Br)ccc1C(=O)Cl. Reaction SMILES: [Br:1][c:2]1[cH:3][c:4]([O:11][CH3:12])[c:5]([C:6](=[O:7])[OH:8])[cH:9][cH:10]1.[Cl:22][CH:23]([Cl:24])[Cl:25].[O:13]=[CH:14][N:15]([CH3:16])[CH3:17].[S:18]([Cl:19])([Cl:20])=[O:21]>>[Br:1][c:2]1[cH:3][c:4]([O:11][CH3:12])[c:5]([C:6](=[O:7])[Cl:20])[cH:9][cH:10]1. Starting materials: Cl (HCl), C(C)(C)(C)OC(=O)N(C1=C(C(=O)OC)C=CC=C1NC(=O)C1=NC=CN=C1)C(=O)OC(C)(C)C (methyl 2-(bis-(tert-butoxycarbonyl)amino)-3-(pyrazine-2-carboxamido)benzoate). Run in CO (MeOH). Product: NC1=C(C(=O)OC)C=CC=C1NC(=O)C1=NC=CN=C1 (methyl 2-amino-3-(pyrazine-2-carboxamido)benzoate). Isolated yield 85.3%. RXN SMILES: Cl.C(OC([N:9](C(OC(C)(C)C)=O)[C:10]1[C:19]([NH:20][C:21]([C:23]2[CH:28]=[N:27][CH:26]=[CH:25][N:24]=2)=[O:22])=[CH:18][CH:17]=[CH:16][C:11]=1[C:12]([O:14][CH3:15])=[O:13])=O)(C)(C)C>CO>[NH2:9][C:10]1[C:19]([NH:20][C:21]([C:23]2[CH:28]=[N:27][CH:26]=[CH:25][N:24]=2)=[O:22])=[CH:18][CH:17]=[CH:16][C:11]=1[C:12]([O:14][CH3:15])=[O:13]. Procedure details: HCl gas was bubbled through a solution of methyl 2-(bis-(tert-butoxycarbonyl)amino)-3-(pyrazine-2-carboxamido)benzoate 14 (2.8 g, 5.9 mmol) in MeOH (50 ml) for 2 h. The volatiles were removed in vacuo and H2O (20 mL) was added. The pH was adjusted to 7 using aq NaOH and the resulting precipitate was collected by filtration, rinsed with H2O, and dried under vacuum to give 15 (1.37 g, 85% yield). Reactants: Fc1cc(CBr)c(F)cc1Br, COC1=NC(C(C)C)C(OC)=NC1. Yields the product COC1=NC(C(C)C)C(OC)=NC1Cc1cc(F)c(Br)cc1F. RXN SMILES: [Br:14][c:15]1[cH:16][c:17]([F:24])[c:18]([CH2:19][Br:20])[cH:21][c:22]1[F:23].[CH3:1][O:2][C:3]1=[N:8][CH2:7][C:6]([O:9][CH3:10])=[N:5][CH:4]1[CH:11]([CH3:12])[CH3:13]>>[CH3:1][O:2][C:3]1=[N:8][CH:7]([CH2:19][c:18]2[c:17]([F:24])[cH:16][c:15]([Br:14])[c:22]([F:23])[cH:21]2)[C:6]([O:9][CH3:10])=[N:5][CH:4]1[CH:11]([CH3:12])[CH3:13]. Starting materials: COC(=O)N(C)CCCCC(=O)O, CCN=C=NCCCN(C)C, CN(C)c1ccncc1, CCOC(C)=O, Cl, O=C1OC(Cn2ccnn2)CN1c1ccc(-c2ccc(C3=NOC(CO)C3)nc2)c(F)c1, CN(C)C=O. Product: COC(=O)N(C)CCCCC(=O)OCC1CC(c2ccc(-c3ccc(N4CC(Cn5ccnn5)OC4=O)cc3F)cn2)=NO1. Reaction SMILES: [CH3:1][O:2][C:3](=[O:4])[N:5]([CH2:6][CH2:7][CH2:8][CH2:9][C:10](=[O:11])[OH:12])[CH3:13].[CH3:47][N:48]([CH3:49])[CH2:50][CH2:51][CH2:52][N:53]=[C:54]=[N:55][CH2:56][CH3:57].[CH3:58][N:59]([CH3:60])[c:61]1[cH:62][cH:63][n:64][cH:65][cH:66]1.[CH3:72][CH2:73][O:74][C:75](=[O:76])[CH3:77].[ClH:46].[F:14][c:15]1[cH:16][c:17]([N:34]2[C:35](=[O:45])[O:36][CH:37]([CH2:39][n:40]3[n:41][n:42][cH:43][cH:44]3)[CH2:38]2)[cH:18][cH:19][c:20]1-[c:21]1[cH:22][n:23][c:24]([C:27]2=[N:28][O:29][CH:30]([CH2:32][OH:33])[CH2:31]2)[cH:25][cH:26]1.[O:67]=[CH:68][N:69]([CH3:70])[CH3:71]>>[CH3:1][O:2][C:3](=[O:4])[N:5]([CH2:6][CH2:7][CH2:8][CH2:9][C:10](=[O:11])[O:12][CH2:32][CH:30]1[O:29][N:28]=[C:27]([c:24]2[n:23][cH:22][c:21](-[c:20]3[c:15]([F:14])[cH:16][c:17]([N:34]4[C:35](=[O:45])[O:36][CH:37]([CH2:39][n:40]5[n:41][n:42][cH:43][cH:44]5)[CH2:38]4)[cH:18][cH:19]3)[cH:26][cH:25]2)[CH2:31]1)[CH3:13]. As a reaction SMILES: [Cl:1][C:2]1[CH:7]=[CH:6][C:5]([CH:8]([OH:16])[C:9]#[C:10][C:11]([O:13][CH2:14][CH3:15])=[O:12])=[C:4]([N+:17]([O-:19])=[O:18])[CH:3]=1>ClCCl.[O-2].[O-2].[Mn+4]>[Cl:1][C:2]1[CH:7]=[CH:6][C:5]([C:8](=[O:16])[C:9]#[C:10][C:11]([O:13][CH2:14][CH3:15])=[O:12])=[C:4]([N+:17]([O-:19])=[O:18])[CH:3]=1 |f:2.3.4|. Yield: 51.3%. Starting materials: ClC1=CC(=C(C=C1)C(C#CC(=O)OCC)O)[N+](=O)[O-] (ethyl 4-(4-chloro-2-nitrophenyl)-4-hydroxy-2-butynoate). The reagents and catalysts are [O-2].[O-2].[Mn+4] (manganese dioxide). Reported procedure: To a solution of ethyl 4-(4-chloro-2-nitrophenyl)-4-hydroxy-2-butynoate(7.46 g, 26.3 mmoles) in dichloromethane (350 mL) cooled in an ice-bath was added manganese dioxide (26.2 g, 301.3 mmol). The reaction mixture was stirred for 20 minutes and then was allowed to warm to room temperature. The reaction mixture was stirred at room temperature for 130 minutes and then was filtered twice through a pad of CELITE™. The filtrate was purified by flash chromatography on silica gel (195 g), eluting with ... Run in ClCCl (dichloromethane). Reaction conditions: time 20 minute. Product: ClC1=CC(=C(C=C1)C(C#CC(=O)OCC)=O)[N+](=O)[O-] (Ethyl 4-(4-chloro-2-nitrophenyl)-4-oxo-2-butynoate). The reactants are C(O)([O-])=O.[Na+] (sodium hydrogen carbonate), O1CCOC12CCC(CC2)O (1,4-dioxa-spiro[4.5]decan-8-ol), [H-].[Na+] (sodium hydride), C1(CCCC1)COS(=O)(=O)C1=CC=C(C=C1)C (toluene-4-sulphonic acid cyclopentylmethyl ester), Cl (hydrochloric acid). Run in C(C)(C)OC(C)C (diisopropyl ether), O (water), CN(C=O)C (dimethylformamide), O (water). The product is C1(CCCC1)COC1CCC(CC1)=O (4-(cyclopentylmethyloxy)-cyclohexanone). The yield is 59.4%. As a reaction SMILES: O1[C:5]2([CH2:10][CH2:9][CH:8]([OH:11])[CH2:7][CH2:6]2)[O:4][CH2:3][CH2:2]1.[H-].[Na+].[CH:14]1(COS(C2C=CC(C)=CC=2)(=O)=O)[CH2:18]C[CH2:16][CH2:15]1.Cl.C(=O)([O-])O.[Na+]>CN(C)C=O.C(OC(C)C)(C)C.O>[CH:2]1([CH2:3][O:4][CH:5]2[CH2:6][CH2:7][C:8](=[O:11])[CH2:9][CH2:10]2)[CH2:16][CH2:15][CH2:14][CH2:18]1 |f:1.2,5.6|. Procedure details: 23.7 g (150 mmole) 1,4-dioxa-spiro[4.5]decan-8-ol were dissolved in 120 ml dimethylformamide and stirred for 1 hour in a nitrogen atmosphere at room temperature with 7.2 g (159 mmole) of 50% sodium hydride in mineral oil. 38 g (150 mmole) toluene-4-sulphonic acid cyclopentylmethyl ester were then added (Krapcho, Johnson, J. Org. Chem., 36, 146, (1971). The mixture was stirred at room temperature and cooled to a temperature between 5° C. and 10° C. 125 ml water were then added dropwise. The produ... The product is CON=C(c1ccccc1)c1ccc(B(O)O)cc1. Reaction SMILES: [C:1]([c:2]1[cH:3][cH:4][cH:5][cH:6][cH:7]1)(=[O:8])[c:9]1[cH:10][cH:11][c:12]([B:15]([OH:16])[OH:17])[cH:13][cH:14]1.[CH3:28][CH2:29][OH:30].[ClH:18].[O:19]([CH3:20])[NH2:21].[cH:22]1[cH:23][cH:24][n:25][cH:26][cH:27]1>>[C:1]([c:2]1[cH:3][cH:4][cH:5][cH:6][cH:7]1)([c:9]1[cH:10][cH:11][c:12]([B:15]([OH:16])[OH:17])[cH:13][cH:14]1)=[N:21][O:19][CH3:20]. Reactants: O=C(c1ccccc1)c1ccc(B(O)O)cc1, CCO, Cl, CON, c1ccncc1. Reactants: C(C1=C(C=CC=C1)SSC1=C(C(=O)Cl)C=CC=C1)(=O)Cl (2,2'-dithiobisbenzoyl chloride), NC1=NC=NC=C1 (4-aminopyrimidine). The solvent is N1=CC=CC=C1 (pyridine), ClCCl (dichloromethane). Product: N1=CN=C(C=C1)NC(C1=C(C=CC=C1)SSC1=C(C(=O)NC2=NC=NC=C2)C=CC=C1)=O (2,2'-Dithiobis [N-4-pyrimidinyl benzamide]). Yield: 2.0%. RXN SMILES: [C:1](Cl)(=[O:19])[C:2]1[CH:7]=[CH:6][CH:5]=[CH:4][C:3]=1[S:8][S:9][C:10]1[CH:18]=[CH:17][CH:16]=[CH:15][C:11]=1[C:12](Cl)=[O:13].[NH2:21][C:22]1[CH:27]=[CH:26][N:25]=[CH:24][N:23]=1>ClCCl.N1C=CC=CC=1>[N:25]1[CH:26]=[CH:27][C:22]([NH:21][C:1](=[O:19])[C:2]2[CH:7]=[CH:6][CH:5]=[CH:4][C:3]=2[S:8][S:9][C:10]2[CH:18]=[CH:17][CH:16]=[CH:15][C:11]=2[C:12]([NH:21][C:22]2[CH:27]=[CH:26][N:25]=[CH:24][N:23]=2)=[O:13])=[N:23][CH:24]=1. Reported procedure: This compound was prepared according to the general method of Example 90 using 2,2'-dithiobisbenzoyl chloride (3.00 g, 8.74 mmol) in 75 mL of dichloromethane and 4-aminopyrimidine (1.66 g, 17.5 mmol) in 14 mL of pyridine. The crude product was triturated with a hot mixture of acetonitrile and DMF, filtered, and recrystallized from water-DMF to yield 0.08 g of the title compound, mp 234°-235° C.